This data is from the Open Reaction Database (ORD), a public repository of structured organic reaction records. The task is: describe an organic reaction: reactants, conditions, products, and yield The reactants are CCO, NN, O, O=C1c2ccccc2C(=O)N1CCCc1cccnc1. Product: NCCCc1cccnc1. As a reaction SMILES: [CH3:24][CH2:25][OH:26].[NH2:22][NH2:23].[OH2:21].[n:1]1[cH:2][c:3]([CH2:7][CH2:8][CH2:9][N:10]2[C:11](=[O:12])[c:13]3[c:14]([cH:15][cH:16][cH:17][cH:18]3)[C:19]2=[O:20])[cH:4][cH:5][cH:6]1>>[n:1]1[cH:2][c:3]([CH2:7][CH2:8][CH2:9][NH2:10])[cH:4][cH:5][cH:6]1. Starting materials: N1N=CN=C1 (1,2,4-triazole), ClC1=CC2=C(N=CN=C2NCCC2=CC3=C(C=C2)OCO3)S1 (6-chloro-4-(3,4-methylenedioxyphenethylamino)-thieno-[2,3-d]-pyrimidine). Yields the product N1(N=CN=C1)C=1N=C(C2=C(N1)SC=C2)NCCC2=CC1=C(C=C2)OCO1 (2-(1,2,4-triazol-1-yl)-4-(3,4-methylenedioxyphenethylamino)-thieno-[2,3-d]-pyrimidine). RXN SMILES: [NH:1]1[CH:5]=[N:4][CH:3]=[N:2]1.Cl[C:7]1[S:27][C:10]2[N:11]=[CH:12][N:13]=[C:14]([NH:15][CH2:16][CH2:17][C:18]3[CH:23]=[CH:22][C:21]4[O:24][CH2:25][O:26][C:20]=4[CH:19]=3)[C:9]=2[CH:8]=1>>[N:1]1([C:12]2[N:13]=[C:14]([NH:15][CH2:16][CH2:17][C:18]3[CH:23]=[CH:22][C:21]4[O:24][CH2:25][O:26][C:20]=4[CH:19]=3)[C:9]3[CH:8]=[CH:7][S:27][C:10]=3[N:11]=2)[CH:5]=[N:4][CH:3]=[N:2]1. Procedure details: Following the procedure of Example 97, the reaction of 1,2,4-triazole with 6-chloro-4-(3,4-methylenedioxyphenethylamino)-thieno-[2,3-d]-pyrimidine gives 2-(1,2,4-triazol-1-yl)-4-(3,4-methylenedioxyphenethylamino)-thieno-[2,3-d]-pyrimidine. Starting materials: C(C1=CC=CC=C1)N1CCC2=C(CC1)C=C(S2)C(=O)OCC (ethyl 6-benzyl-5,6,7,8-tetrahydro-4H-thieno[2,3-d]azepine-2-carboxylate). The reagents and catalysts are [Ni] (Raney nickel). Solvent: C(C)O (ethyl alcohol). Product: C(C)N1CCC2=C(CC1)C=C(S2)C(=O)OCC (Ethyl 6-ethyl-5,6,7,8-tetrahydro-4H-thieno[2,3-d]azepine-2-carboxylate). As a reaction SMILES: [CH2:1]([N:8]1[CH2:14][CH2:13][C:12]2[CH:15]=[C:16]([C:18]([O:20][CH2:21][CH3:22])=[O:19])[S:17][C:11]=2[CH2:10][CH2:9]1)[C:2]1C=CC=CC=1>[Ni].C(O)C>[CH2:1]([N:8]1[CH2:14][CH2:13][C:12]2[CH:15]=[C:16]([C:18]([O:20][CH2:21][CH3:22])=[O:19])[S:17][C:11]=2[CH2:10][CH2:9]1)[CH3:2]. Procedure: 3.15 gm (0.01 mol) of ethyl 6-benzyl-5,6,7,8-tetrahydro-4H-thieno[2,3-d]azepine-2-carboxylate were refluxed with the same amount of Raney nickel in 50 ml of ethyl alcohol for 6 hours. The catalyst was then removed by suction filtering, and the filtrate was concentrated by evaporation. Reactants: CSCC[C@H](CO)O ((R)-4-(methylthio)1,2-butanediol), diol, CCCCCC (hexane), C1(=CC=C(C=C1)S(=O)(=O)Cl)C (p-toluenesulfonyl chloride), ditosylate, [SH+]1CCCC1 (thiolanium). The solvent is N1=CC=CC=C1 (pyridine), C(C)(=O)OCC (ethyl acetate). Yields the product C1(=CC=C(C=C1)S(=O)(=O)O[C@H]1CSCC1)C ((R)-3-Thiolanyl p-Toluenesulfonate). As a reaction SMILES: C[S:2][CH2:3][CH2:4][C@@H:5]([OH:8])[CH2:6]O.[C:9]1([CH3:19])[CH:14]=[CH:13][C:12]([S:15](Cl)(=[O:17])=[O:16])=[CH:11][CH:10]=1.CCCCCC.[SH+]1CCCC1>N1C=CC=CC=1.C(OCC)(=O)C>[C:9]1([CH3:19])[CH:14]=[CH:13][C:12]([S:15]([O:8][C@@H:5]2[CH2:4][CH2:3][S:2][CH2:6]2)(=[O:17])=[O:16])=[CH:11][CH:10]=1. Reported procedure: (R)-4-(methylthio)1,2-butanediol (1.0 , 7.35 mmol) and p-toluenesulfonyl chloride (3.0 g, 15.8 mmol) were combined in 10 ml of pyridine at 0.5° C., then stirred at room temperature, at which time tlc (3:1 hexane:ethyl acetate) indicated no diol (Rf 0.1), appreciable of th ediol ditosylate (Rf 0.53), some intermediate thiolanium salt (Rf 0.03) and a trace of title product (Rf 0.72). The reaction mixture was then heated at 60° C. for 8 hours, at which time tlc (5:1 hexane:ethyl acetate) indicated ... The reactants are O=C([O-])[O-], Cn1c(=O)c2c(nc(Cl)n2Cc2ccccc2)n(C)c1=O, [K+], [K+], OCC1CNCCNC1, CN(C)C=O. Yields the product Cn1c(=O)c2c(nc(N3CCNCC(CO)C3)n2Cc2ccccc2)n(C)c1=O. RXN SMILES: [C:10](=[O:11])([O-:12])[O-:13].[CH2:16]([c:17]1[cH:18][cH:19][cH:20][cH:21][cH:22]1)[n:23]1[c:24]([Cl:36])[n:25][c:26]2[n:27]([CH3:35])[c:28](=[O:34])[n:29]([CH3:33])[c:30](=[O:32])[c:31]12.[K+:14].[K+:15].[NH:1]1[CH2:2][CH2:3][NH:4][CH2:5][CH:6]([CH2:8][OH:9])[CH2:7]1.[O:37]=[CH:38][N:39]([CH3:40])[CH3:41]>>[N:1]1([c:24]2[n:23]([CH2:16][c:17]3[cH:18][cH:19][cH:20][cH:21][cH:22]3)[c:31]3[c:26]([n:25]2)[n:27]([CH3:35])[c:28](=[O:34])[n:29]([CH3:33])[c:30]3=[O:32])[CH2:2][CH2:3][NH:4][CH2:5][CH:6]([CH2:8][OH:9])[CH2:7]1.